Task: describe an organic reaction: reactants, conditions, products, and yield. Dataset: the Open Reaction Database (ORD), a public repository of structured organic reaction records Reactants: N1=C(C=NC2=CC=CC=C12)C=O (quinoxaline-2-carbaldehyde), C(C)(C)(C)C1=CC=C(C=C1)C=1SC2=C(N1)C=CC=C2N2CCNCC2 (2-(4-tert-Butylphenyl)-7-piperazin-1-yl-1,3-benzothiazole), C(C)(=O)O[BH-](OC(C)=O)OC(C)=O.[Na+] (Sodium triacetoxyborohydride). Reagents/catalysts: C(C)(=O)O (acetic acid). Solvent: ClCCCl (1,2-dichloroethane). Product: C(C)(C)(C)C1=CC=C(C=C1)C=1SC2=C(N1)C=CC=C2N2CCN(CC2)CC2=NC1=CC=CC=C1N=C2 (2-({4-[2-(4-tert-butylphenyl)-1,3-benzothiazol-7-yl]piperazin-1-yl}methyl) quinoxaline). The yield is 55.0%. RXN SMILES: [C:1]([C:5]1[CH:10]=[CH:9][C:8]([C:11]2[S:12][C:13]3[C:19]([N:20]4[CH2:25][CH2:24][NH:23][CH2:22][CH2:21]4)=[CH:18][CH:17]=[CH:16][C:14]=3[N:15]=2)=[CH:7][CH:6]=1)([CH3:4])([CH3:3])[CH3:2].[N:26]1[C:35]2[C:30](=[CH:31][CH:32]=[CH:33][CH:34]=2)[N:29]=[CH:28][C:27]=1[CH:36]=O.C(O[BH-](OC(=O)C)OC(=O)C)(=O)C.[Na+]>ClCCCl.C(O)(=O)C>[C:1]([C:5]1[CH:6]=[CH:7][C:8]([C:11]2[S:12][C:13]3[C:19]([N:20]4[CH2:25][CH2:24][N:23]([CH2:36][C:27]5[CH:28]=[N:29][C:30]6[C:35](=[CH:34][CH:33]=[CH:32][CH:31]=6)[N:26]=5)[CH2:22][CH2:21]4)=[CH:18][CH:17]=[CH:16][C:14]=3[N:15]=2)=[CH:9][CH:10]=1)([CH3:4])([CH3:2])[CH3:3] |f:2.3|. Reported procedure: The piperazine template (0.075 g, 0.213 mmol) of Example 24 was dissolved in 1,2-dichloroethane (3 mL) and treated with quinoxaline-2-carbaldehyde (0.044 g, 0.277 mmol) and glacial acetic acid (2 drops). Sodium triacetoxyborohydride (0.090 g, 0.426 mmol) was added, and the mixture was stirred at room temperature until the reaction was complete by LCMS analysis. The solvent was removed under reduced pressure, and the resulting residue was purified by RP-HPLC to yield the free base (0.0578 g, 55% ... Run in CO (methanol). RXN SMILES: Cl.[CH3:2][NH:3][C:4](=[O:31])[CH2:5][NH:6][C:7](=[O:30])[CH2:8][C@H:9]1[CH2:20][CH2:19][C:18]2[S:17][C:16]3[N:15]=[CH:14][N:13]=[C:12]([O:21][CH:22]4[CH2:27][CH2:26][CH:25]([NH:28][CH3:29])[CH2:24][CH2:23]4)[C:11]=3[C:10]1=2.C=O.[C:34]([BH3-])#N.[Na+]>CO>[CH3:29][N:28]([CH3:34])[CH:25]1[CH2:24][CH2:23][CH:22]([O:21][C:12]2[C:11]3[C:10]4[C@@H:9]([CH2:8][C:7]([NH:6][CH2:5][C:4]([NH:3][CH3:2])=[O:31])=[O:30])[CH2:20][CH2:19][C:18]=4[S:17][C:16]=3[N:15]=[CH:14][N:13]=2)[CH2:27][CH2:26]1 |f:0.1,3.4|. Procedure: A solution of N-methyl-2-[2-[(3R)-12-[[4-(methylamino)cyclohexyl]oxy]-7-thia-9,11-diazatricyclo[6.4.0.0[2,6]]dodeca-1(8),2 (6),9,11-tetraen-3-yl]acetamido]acetamide hydrochloride (105 mg, 0.22 mmol, 1.00 equiv) in 5 mL of methanol was added formaldehyde (37%, 1.0 mL) at room temperature under nitrogen for 1 h. Then sodium cyanoborohydride (59 mg, 0.97 mmol, 4.32 equiv) was added and stirred overnight at ambient temperature. The solvent was removed under reduced pressure and the crude product (10... Reaction conditions: time 8 hour. Yields the product CN(C1CCC(CC1)OC1=NC=NC=2SC=3CC[C@@H](C3C12)CC(=O)NCC(=O)NC)C (2-[2-[(3R)-12-[[4-(dimethylamino)cyclohexyl]oxy]-7-thia-9,11-diazatricyclo[6.4.0.0[2,6]]dodeca-1(8),2(6),9,11-tetraen-3-yl]acetamido]-N-methylacetamide). Starting materials: Cl.CNC(CNC(C[C@@H]1C=2C=3C(=NC=NC3SC2CC1)OC1CCC(CC1)NC)=O)=O (N-methyl-2-[2-[(3R)-12-[[4-(methylamino)cyclohexyl]oxy]-7-thia-9,11-diazatricyclo[6.4.0.0[2,6]]dodeca-1(8),2 (6),9,11-tetraen-3-yl]acetamido]acetamide hydrochloride), C=O (formaldehyde), C(#N)[BH3-].[Na+] (sodium cyanoborohydride). Yield: 40.8%.